This data is from the Open Reaction Database (ORD), a public repository of structured organic reaction records. The task is: describe an organic reaction: reactants, conditions, products, and yield The reactants are COC1=CC=C(C(C2=CC=C(C=C2)OC)(C2=CC=CC=C2)Cl)C=C1 (4,4′-dimethoxytrityl chloride), C(C1=CC=CC=C1)(=O)NC=1C=2N=CN([C@H]3C[C@H](O)[C@@H](CO[Si](C)(C)C(C)(C)C)O3)C2N=CN1 (N6-bezoyl-5′-O-(tert-butyldimethylsilyl)-2′-deoxyadenosine), C(O)([O-])=O.[Na+] (sodium hydrogen carbonate). Run in N1=CC=CC=C1 (pyridine), N1=CC=CC=C1 (pyridine), N1=CC=CC=C1 (pyridine). Conditions: temperature 45 celsius. Yields the product C(C1=CC=CC=C1)(=O)NC=1C=2N=CN([C@H]3C[C@H](OC(C4=CC=C(C=C4)OC)(C4=CC=C(C=C4)OC)C4=CC=CC=C4)[C@@H](CO[Si](C)(C)C(C)(C)C)O3)C2N=CN1 (N6-benzoyl-5′-O-(tert-butyldimethylsilyl)-3′-O-(4,4′-dimethoxytrityl)-2′-deoxyadenosine). Yield: 63.1%. Reaction SMILES: [C:1]([NH:9][C:10]1[C:11]2[N:12]=[CH:13][N:14]([C:30]=2[N:31]=[CH:32][N:33]=1)[C@@H:15]1[O:29][C@H:19]([CH2:20][O:21][Si:22]([C:25]([CH3:28])([CH3:27])[CH3:26])([CH3:24])[CH3:23])[C@@H:17]([OH:18])[CH2:16]1)(=[O:8])[C:2]1[CH:7]=[CH:6][CH:5]=[CH:4][CH:3]=1.[CH3:34][O:35][C:36]1[CH:57]=[CH:56][C:39]([C:40](Cl)([C:49]2[CH:54]=[CH:53][CH:52]=[CH:51][CH:50]=2)[C:41]2[CH:46]=[CH:45][C:44]([O:47][CH3:48])=[CH:43][CH:42]=2)=[CH:38][CH:37]=1.C(=O)([O-])O.[Na+]>N1C=CC=CC=1>[C:1]([NH:9][C:10]1[C:11]2[N:12]=[CH:13][N:14]([C:30]=2[N:31]=[CH:32][N:33]=1)[C@@H:15]1[O:29][C@H:19]([CH2:20][O:21][Si:22]([C:25]([CH3:26])([CH3:27])[CH3:28])([CH3:24])[CH3:23])[C@@H:17]([O:18][C:40]([C:49]2[CH:54]=[CH:53][CH:52]=[CH:51][CH:50]=2)([C:41]2[CH:46]=[CH:45][C:44]([O:47][CH3:48])=[CH:43][CH:42]=2)[C:39]2[CH:38]=[CH:37][C:36]([O:35][CH3:34])=[CH:57][CH:56]=2)[CH2:16]1)(=[O:8])[C:2]1[CH:3]=[CH:4][CH:5]=[CH:6][CH:7]=1 |f:2.3|. Procedure: N6-bezoyl-5′-O-(tert-butyldimethylsilyl)-2′-deoxyadenosine (16.1 g) was dissolved in 100 ml of anhydrous pyridine. 4,4′-dimethoxytrityl chloride (12.8 g) and anhydrous pyridine (140 ml) were further added, follow by stirring at 45° C. After the reaction completed, the reaction mixture was neutralized by sodium hydrogen carbonate, and pyridine was distilled off. Extraction using chloroform was carried out and the extract was washed by a saturated aqueous solution of sodium chloride and dried with...